Dataset: the Open Reaction Database (ORD), a public repository of structured organic reaction records. Task: describe an organic reaction: reactants, conditions, products, and yield Starting materials: ClC=1SC2=C(N1)C=CC=C2[N+](=O)[O-] (2-chloro-7-nitro-1,3-benzothiazole), CC(C1=CC=CC=C1)N (racemic α-methylbenzylamine). The solvent is O (water), CN1C(CCC1)=O (1-methyl-2-pyrrolidinone). Reaction conditions: time 18 hour. The product is [N+](=O)([O-])C1=CC=CC=2N=C(SC21)NC(C)C2=CC=CC=C2 (7-Nitro-N-(1-phenylethyl)-1,3-benzothiazol-2-amine). Yield: 73.5%. As a reaction SMILES: Cl[C:2]1[S:3][C:4]2[C:10]([N+:11]([O-:13])=[O:12])=[CH:9][CH:8]=[CH:7][C:5]=2[N:6]=1.[CH3:14][CH:15]([NH2:22])[C:16]1[CH:21]=[CH:20][CH:19]=[CH:18][CH:17]=1>CN1CCCC1=O.O>[N+:11]([C:10]1[C:4]2[S:3][C:2]([NH:22][CH:15]([C:16]3[CH:21]=[CH:20][CH:19]=[CH:18][CH:17]=3)[CH3:14])=[N:6][C:5]=2[CH:7]=[CH:8][CH:9]=1)([O-:13])=[O:12]. Procedure details: To 0.160 g (0.75 mmol) of 2-chloro-7-nitro-1,3-benzothiazole in 2 mL of 1-methyl-2-pyrrolidinone (NMP) was added 0.29 μL (2.2 mmol) of racemic α-methylbenzylamine. The reaction was stirred at room temperature for 18 h, diluted with water and extracted with dichloromethane. The organic layer was concentrated in vacuo and purified by flash chromatography eluting with a 25% ethyl acetate/hexanes mixture to give 0.165 g (74%) of the title compound as a light yellow solid which was used without furth...